From a dataset of the Open Reaction Database (ORD), a public repository of structured organic reaction records. describe an organic reaction: reactants, conditions, products, and yield Product: C(C)(=O)N1[C@@H](C(N(C2=C(C(C[C@H]1C(=O)NCC(=O)O)=O)C=CC=C2)CC2=CC=C(C=C2)OC)=O)CC21CC3CC(CC(C2)C3)C1 ((3R,5S)-4-acetyl-3-(1-adamantyl)methyl-1-(4-methoxybenzyl)-5-carboxymethylaminocarbonyl-2,7-dioxo-2,3,4,5,6,7-hexahydro-1H-1,4-benzodiazonine). Procedure details: The compound was prepared by an identical route to that used to prepare example 22 except that (3R,5S)-4-acetyl-3-(1-adamantyl)methyl-1-(4-methoxybenzyl)-2,7-dioxo-2,3,4,5,6,7-hexahydro-1H-1,4-benzodiazonine-5-carboxylate was used in step a in place of (3R,5S)-4-acetyl-3-(1-adamantyl)methyl-1-benzyl-2,7-dioxo-2,3,4,5,6,7-hexahydro-1H-1,4-benzodiazonine-5-carboxylate Starting materials: C(C)(=O)N1[C@@H](C(N(C2=C(C(C[C@H]1C(=O)[O-])=O)C=CC=C2)CC2=CC=C(C=C2)OC)=O)CC21CC3CC(CC(C2)C3)C1 ((3R,5S)-4-acetyl-3-(1-adamantyl)methyl-1-(4-methoxybenzyl)-2,7-dioxo-2,3,4,5,6,7-hexahydro-1H-1,4-benzodiazonine-5-carboxylate), C(C)(=O)N1[C@@H](C(N(C2=C(C(C[C@H]1C(=O)[O-])=O)C=CC=C2)CC2=CC=CC=C2)=O)CC21CC3CC(CC(C2)C3)C1 ((3R,5S)-4-acetyl-3-(1-adamantyl)methyl-1-benzyl-2,7-dioxo-2,3,4,5,6,7-hexahydro-1H-1,4-benzodiazonine-5-carboxylate). As a reaction SMILES: [C:1]([N:4]1[C@H:12]([C:13]([O-])=[O:14])[CH2:11][C:10](=[O:16])[C:9]2[CH:17]=[CH:18][CH:19]=[CH:20][C:8]=2[N:7]([CH2:21][C:22]2[CH:27]=[CH:26][C:25]([O:28][CH3:29])=[CH:24][CH:23]=2)[C:6](=[O:30])[C@H:5]1[CH2:31][C:32]12[CH2:41][CH:36]3[CH2:37][CH:38]([CH2:40][CH:34]([CH2:35]3)[CH2:33]1)[CH2:39]2)(=[O:3])[CH3:2].C([N:45]1[C@H:53]([C:54]([O-:56])=[O:55])CC(=O)C2C=CC=CC=2N(CC2C=CC=CC=2)C(=O)[C@H]1CC12CC3CC(CC(C3)C1)C2)(=O)C>>[C:1]([N:4]1[C@H:12]([C:13]([NH:45][CH2:53][C:54]([OH:56])=[O:55])=[O:14])[CH2:11][C:10](=[O:16])[C:9]2[CH:17]=[CH:18][CH:19]=[CH:20][C:8]=2[N:7]([CH2:21][C:22]2[CH:23]=[CH:24][C:25]([O:28][CH3:29])=[CH:26][CH:27]=2)[C:6](=[O:30])[C@H:5]1[CH2:31][C:32]12[CH2:39][CH:38]3[CH2:40][CH:34]([CH2:35][CH:36]([CH2:37]3)[CH2:41]1)[CH2:33]2)(=[O:3])[CH3:2]. Starting materials: ClC(Cl)Cl, CS(=O)C(C)(C)C(O)(Cn1cncn1)c1ccc(Cl)cc1Cl, O=C(OO)c1cccc(Cl)c1. Product: CC(C)(C(O)(Cn1cncn1)c1ccc(Cl)cc1Cl)S(C)(=O)=O. RXN SMILES: [CH:34]([Cl:35])([Cl:36])[Cl:37].[Cl:1][c:2]1[c:3]([C:9]([CH2:10][n:11]2[n:12][cH:13][n:14][cH:15]2)([C:16]([CH3:17])([S:18](=[O:19])[CH3:20])[CH3:21])[OH:22])[cH:4][cH:5][c:6]([Cl:8])[cH:7]1.[Cl:23][c:24]1[cH:25][cH:26][cH:27][c:28]([C:29]([O:30][OH:32])=[O:31])[cH:33]1>>[Cl:1][c:2]1[c:3]([C:9]([CH2:10][n:11]2[n:12][cH:13][n:14][cH:15]2)([C:16]([CH3:17])([S:18](=[O:19])([CH3:20])=[O:31])[CH3:21])[OH:22])[cH:4][cH:5][c:6]([Cl:8])[cH:7]1. Starting materials: ethanolic solution, [O-]CC.[Na+] (sodium ethoxide), C(C)(C)(C)C1=C(C=C(C=C1)CC[C@@H](CC1CCCCC1)OC(C1=CC=CC=C1)=O)NC(CC1C2=CC=CC=C2OC=2C=CC=CC12)=O ((S)-N-[2-t-butyl-5-(4-cyclohexyl-3-benzoyloxybutyl)phenyl]-2-(9H-xanthen-9-yl)acetamide). Conditions: time 8 hour. Product: C(C)(C)(C)C1=C(C=C(C=C1)CC[C@@H](CC1CCCCC1)O)NC(CC1C2=CC=CC=C2OC=2C=CC=CC12)=O ((S)-N-[2-t-Butyl-5-(4-cyclohexyl-3-hydroxybutyl)phenyl]-2-(9H-xanthen-9-yl)acetamide). Isolated yield 84.4%. RXN SMILES: [O-]CC.[Na+].[C:5]([C:9]1[CH:14]=[CH:13][C:12]([CH2:15][CH2:16][C@H:17]([O:25]C(=O)C2C=CC=CC=2)[CH2:18][CH:19]2[CH2:24][CH2:23][CH2:22][CH2:21][CH2:20]2)=[CH:11][C:10]=1[NH:34][C:35](=[O:51])[CH2:36][CH:37]1[C:50]2[CH:49]=[CH:48][CH:47]=[CH:46][C:45]=2[O:44][C:43]2[C:38]1=[CH:39][CH:40]=[CH:41][CH:42]=2)([CH3:8])([CH3:7])[CH3:6]>>[C:5]([C:9]1[CH:14]=[CH:13][C:12]([CH2:15][CH2:16][C@H:17]([OH:25])[CH2:18][CH:19]2[CH2:20][CH2:21][CH2:22][CH2:23][CH2:24]2)=[CH:11][C:10]=1[NH:34][C:35](=[O:51])[CH2:36][CH:37]1[C:38]2[CH:39]=[CH:40][CH:41]=[CH:42][C:43]=2[O:44][C:45]2[C:50]1=[CH:49][CH:48]=[CH:47][CH:46]=2)([CH3:8])([CH3:6])[CH3:7] |f:0.1|. Reported procedure: 13.3 ml of a 0.58M ethanolic solution of sodium ethoxide were added to 1.62 g (2.57 mmol) of (S)-N-[2-t-butyl-5-(4-cyclohexyl-3-benzoyloxybutyl)phenyl]-2-(9H-xanthen-9-yl)acetamide (prepared as described in Example 101), and the resulting mixture was stirred at room temperature for 8 hours, after which it was heated under reflux for 2 hours. At the end of this time, the solvent was removed by distillation under reduced pressure, and the resulting residue was mixed with water and then extracted w... Starting materials: NCCCCC=1N=CNC1 (4-(4-aminobutyl)imidazole), CSC(SC)=NC#N (dimethylcyanodithioimidocarbonate). Yields the product C(#N)NC(SC)=NCCCCC=1N=CNC1 (N-cyano-N'-[4-(4-imidazolyl)butyl]-S-methylisothiourea). As a reaction SMILES: [NH2:1][CH2:2][CH2:3][CH2:4][CH2:5][C:6]1[N:7]=[CH:8][NH:9][CH:10]=1.[CH3:11][S:12][C:13](=[N:16][C:17]#[N:18])SC>>[C:17]([NH:16][C:13](=[N:1][CH2:2][CH2:3][CH2:4][CH2:5][C:6]1[N:7]=[CH:8][NH:9][CH:10]=1)[S:12][CH3:11])#[N:18]. Procedure details: Reaction of 4-(4-aminobutyl)imidazole with dimethylcyanodithioimidocarbonate gives N-cyano-N'-[4-(4-imidazolyl)butyl]-S-methylisothiourea which when reacted by the procedure of Example 12 with the following compounds: Reactants: CCOc1ccc(F)c(Cl)c1C(OC)c1c[nH]c2ncc(Br)cc12, C1CCOC1, C[Zn]C, Cc1ccccc1. Product: CCOc1ccc(F)c(Cl)c1C(C)c1c[nH]c2ncc(Br)cc12. As a reaction SMILES: [Br:1][c:2]1[cH:3][c:4]2[c:5]([n:6][cH:7]1)[nH:8][cH:9][c:10]2[CH:11]([O:12][CH3:13])[c:14]1[c:15]([Cl:24])[c:16]([F:23])[cH:17][cH:18][c:19]1[O:20][CH2:21][CH3:22].[CH2:35]1[O:36][CH2:37][CH2:38][CH2:39]1.[CH3:25][Zn:26][CH3:27].[CH3:28][c:29]1[cH:30][cH:31][cH:32][cH:33][cH:34]1>>[Br:1][c:2]1[cH:3][c:4]2[c:5]([n:6][cH:7]1)[nH:8][cH:9][c:10]2[CH:11]([c:14]1[c:15]([Cl:24])[c:16]([F:23])[cH:17][cH:18][c:19]1[O:20][CH2:21][CH3:22])[CH3:25].